Dataset: the Open Reaction Database (ORD), a public repository of structured organic reaction records. Task: describe an organic reaction: reactants, conditions, products, and yield Reactants: [Al+3], [Cl-], [Cl-], [Cl-], [Cl-], O=C(O)C1CCC(=O)N1Cc1cccc(Cl)c1, ClCCl, O, O=S(Cl)Cl. Yields the product O=C1c2ccc(Cl)cc2CN2C(=O)CCC12. RXN SMILES: [Al+3:24].[Cl-:22].[Cl-:23].[Cl-:25].[Cl-:26].[Cl:1][c:2]1[cH:3][c:4]([CH2:8][N:9]2[CH:10]([C:15](=[O:16])[OH:17])[CH2:11][CH2:12][C:13]2=[O:14])[cH:5][cH:6][cH:7]1.[Cl:27][CH2:28][Cl:29].[OH2:30].[S:18]([Cl:19])([Cl:20])=[O:21]>>[Cl:1][c:2]1[cH:3][c:4]2[c:5]([cH:6][cH:7]1)[C:15](=[O:17])[CH:10]1[N:9]([CH2:8]2)[C:13](=[O:14])[CH2:12][CH2:11]1.